This data is from the Open Reaction Database (ORD), a public repository of structured organic reaction records. The task is: describe an organic reaction: reactants, conditions, products, and yield The reagents and catalysts are catalyst. Isolated yield 109.1%. Product: CC=1C=CC2=C(C=C(O2)C2=C(C#N)C=CC=C2)C1 (2-(5-Methyl-2-benzofuranyl)benzonitrile). Starting materials: BrC1=C(OC2=C1C=C(C=C2)CBr)C2=C(C=CC=C2)NC(OC(C)(C)C)=O (1,1-Dimethylethyl [2-[3-bromo-5-(bromomethyl)-2-benzofuranyl]phenyl]carbamate), BrC1=C(C#N)C=CC=C1 (2-bromobenzonitrile), tetrakistriphenylphosphine palladium (0). RXN SMILES: Br[C:2]1[C:6]2[CH:7]=[C:8]([CH2:11]Br)[CH:9]=[CH:10][C:5]=2[O:4][C:3]=1[C:13]1[CH:18]=[CH:17][CH:16]=[CH:15][C:14]=1NC(=O)OC(C)(C)C.BrC1C=CC=CC=1[C:30]#[N:31]>COCCOC.C([O-])(O)=O.[Na+].CCOCC>[CH3:11][C:8]1[CH:9]=[CH:10][C:5]2[O:4][C:3]([C:13]3[CH:18]=[CH:17][CH:16]=[CH:15][C:14]=3[C:30]#[N:31])=[CH:2][C:6]=2[CH:7]=1 |f:3.4|. Procedure details: Intermediate 1 (20 g) was added to a stirred solution of 2-bromobenzonitrile (10.34 g) and tetrakistriphenylphosphine palladium (0) (1.5 g) in DME (200 ml) and 8% aqueous NaHCO3 (50 ml) at reflux under nitrogen. Further catalyst (1.5 g) was added and the reaction was heated overnight. The reaction was cooled to room temperature and diluted with ether (200 ml). The organic layer was separated, washed with water (3×100 ml) and dried. Filtration and evaporation gave a white solid which was purified... The solvent is COCCOC (DME), C(=O)(O)[O-].[Na+] (NaHCO3), CCOCC (ether). The reactants are Cl (hydrochloric acid), CC1=C(SC=C1C)C(=O)C=1N=CN(C1)C(C1=CC=CC=C1)(C1=CC=CC=C1)C1=CC=CC=C1 ((3,4-dimethylthien-2-yl)-1-trityl-imidazol-4-yl methanone), C5, [BH4-].[Na+] (sodium borohydride), C([O-])([O-])=O.[Na+].[Na+] (sodium carbonate). Run in CC(C)O (2-propanol). Product: CC1=C(SC=C1C)C(O)C=1N=CN(C1)C(C1=CC=CC=C1)(C1=CC=CC=C1)C1=CC=CC=C1 ((3,4-dimethylthien-2-yl)-1-trityl-imidazol-4-yl-methanol), D5. RXN SMILES: [CH3:1][C:2]1[C:6]([CH3:7])=[CH:5][S:4][C:3]=1[C:8]([C:10]1[N:11]=[CH:12][N:13]([C:15]([C:28]2[CH:33]=[CH:32][CH:31]=[CH:30][CH:29]=2)([C:22]2[CH:27]=[CH:26][CH:25]=[CH:24][CH:23]=2)[C:16]2[CH:21]=[CH:20][CH:19]=[CH:18][CH:17]=2)[CH:14]=1)=[O:9].[BH4-].[Na+].Cl.C(=O)([O-])[O-].[Na+].[Na+]>CC(O)C>[CH3:1][C:2]1[C:6]([CH3:7])=[CH:5][S:4][C:3]=1[CH:8]([C:10]1[N:11]=[CH:12][N:13]([C:15]([C:28]2[CH:33]=[CH:32][CH:31]=[CH:30][CH:29]=2)([C:22]2[CH:23]=[CH:24][CH:25]=[CH:26][CH:27]=2)[C:16]2[CH:21]=[CH:20][CH:19]=[CH:18][CH:17]=2)[CH:14]=1)[OH:9] |f:1.2,4.5.6|. Reported procedure: A solution of (3,4-dimethylthien-2-yl)-1-trityl-imidazol-4-yl methanone, C5, (3.4 g, 0.0075 mol) and sodium borohydride in 50 mL of 2-propanol was heated at reflux for 2 h. After cooling, 3N hydrochloric acid solution was added to the reaction mixture followed by 10% aqueous sodium carbonate solution. The mixture was concentrated under reduced pressure and the resulting solution was extracted twice with chloroform. The chloroform extracts were combined, dried (Na2SO4), and concentrated. The resi... Reactants: CO, C[O-], COC(=O)c1cnc(Cl)c([N+](=O)[O-])c1, [Na+]. Yields the product COC(=O)c1cnc(OC)c([N+](=O)[O-])c1. As a reaction SMILES: [CH3:18][OH:19].[CH3:1][O-:2].[Cl:4][c:5]1[n:6][cH:7][c:8]([C:9](=[O:10])[O:11][CH3:12])[cH:13][c:14]1[N+:15](=[O:16])[O-:17].[Na+:3]>>[CH3:1][O:2][c:5]1[n:6][cH:7][c:8]([C:9](=[O:10])[O:11][CH3:12])[cH:13][c:14]1[N+:15](=[O:16])[O-:17]. Starting materials: BrC=1C=NC=C(C1)\C=C\C(C)C ((E)-3-bromo-5-(3-methylbut-1-enyl)pyridine), FC1=C(C#N)C=C(C=N1)C(C)C (2-fluoro-5-isopropylnicotinonitrile). Product: CC(/C=C/C=1C=NC=C(C#N)C1)C ((E)-5-(3-methylbut-1-enyl)nicotinonitrile). Reaction SMILES: Br[C:2]1[CH:3]=[N:4][CH:5]=[C:6](/[CH:8]=[CH:9]/[CH:10]([CH3:12])[CH3:11])[CH:7]=1.FC1N=CC(C(C)C)=CC=1[C:16]#[N:17]>>[CH3:11][CH:10]([CH3:12])/[CH:9]=[CH:8]/[C:6]1[CH:5]=[N:4][CH:3]=[C:2]([CH:7]=1)[C:16]#[N:17]. Procedure details: (E)-5-(3-methylbut-1-enyl)nicotinonitrile was synthesized from (E)-3-bromo-5-(3-methylbut-1-enyl)pyridine following the general procedure as described for the 2-fluoro-5-isopropylnicotinonitrile.